Dataset: the Open Reaction Database (ORD), a public repository of structured organic reaction records. Task: describe an organic reaction: reactants, conditions, products, and yield Starting materials: CCOC(Cc1ccc(OCc2sc(-c3ccc(C(F)(F)F)cc3)nc2C)cc1CC)C(=O)OC, [Li+], [OH-]. Yields the product CCOC(Cc1ccc(OCc2sc(-c3ccc(C(F)(F)F)cc3)nc2C)cc1CC)C(=O)O. Reaction SMILES: [CH3:1][O:2][C:3]([CH:4]([CH2:5][c:6]1[c:7]([CH2:30][CH3:31])[cH:8][c:9]([O:12][CH2:13][c:14]2[c:15]([CH3:29])[n:16][c:17](-[c:19]3[cH:20][cH:21][c:22]([C:25]([F:26])([F:27])[F:28])[cH:23][cH:24]3)[s:18]2)[cH:10][cH:11]1)[O:32][CH2:33][CH3:34])=[O:35].[Li+:37].[OH-:36]>>[O:2]=[C:3]([CH:4]([CH2:5][c:6]1[c:7]([CH2:30][CH3:31])[cH:8][c:9]([O:12][CH2:13][c:14]2[c:15]([CH3:29])[n:16][c:17](-[c:19]3[cH:20][cH:21][c:22]([C:25]([F:26])([F:27])[F:28])[cH:23][cH:24]3)[s:18]2)[cH:10][cH:11]1)[O:32][CH2:33][CH3:34])[OH:35]. Starting materials: CC(C)(C)OC(=O)Nc1cc(OCC(F)(F)F)ccc1NC(=O)CC(=O)c1cccc(-c2ccccn2)c1, ClCCl, O=C(O)C(F)(F)F. Yields the product O=C1CC(c2cccc(-c3ccccn3)c2)=Nc2cc(OCC(F)(F)F)ccc2N1. Reaction SMILES: [C:1]([O:2][C:3](=[O:4])[NH:7][c:8]1[c:9]([NH:20][C:21]([CH2:22][C:23](=[O:5])[c:24]2[cH:25][c:26](-[c:30]3[n:31][cH:32][cH:33][cH:34][cH:35]3)[cH:27][cH:28][cH:29]2)=[O:37])[cH:10][cH:11][c:12]([O:14][CH2:15][C:16]([F:17])([F:18])[F:19])[cH:13]1)([CH3:6])([CH3:36])[CH3:38].[Cl:46][CH2:47][Cl:48].[F:39][C:40]([F:41])([F:42])[C:43]([OH:44])=[O:45]>>[N:7]1=[C:23]([c:24]2[cH:25][c:26](-[c:30]3[n:31][cH:32][cH:33][cH:34][cH:35]3)[cH:27][cH:28][cH:29]2)[CH2:22][C:21](=[O:37])[NH:20][c:9]2[c:8]1[cH:13][c:12]([O:14][CH2:15][C:16]([F:17])([F:18])[F:19])[cH:11][cH:10]2. Reactants: CN(C)C=O, COC(=O)C(C)Nc1c(Cl)cccc1Cl, O=C(Cl)CCl, Clc1ccccc1, Cl. The product is COC(=O)C(C)N(C(=O)CCl)c1c(Cl)cccc1Cl. As a reaction SMILES: [CH3:16][N:17]([CH3:18])[CH:19]=[O:20].[CH3:1][O:2][C:3]([CH:4]([CH3:5])[NH:6][c:7]1[c:8]([Cl:14])[cH:9][cH:10][cH:11][c:12]1[Cl:13])=[O:15].[Cl:21][CH2:22][C:23](=[O:24])[Cl:25].[Cl:27][c:28]1[cH:29][cH:30][cH:31][cH:32][cH:33]1.[ClH:26]>>[CH3:1][O:2][C:3]([CH:4]([CH3:5])[N:6]([c:7]1[c:8]([Cl:14])[cH:9][cH:10][cH:11][c:12]1[Cl:13])[C:23]([CH2:22][Cl:21])=[O:24])=[O:15]. Reaction SMILES: Cl[C:2]1[N:7]2[N:8]=[C:9](C)[C:10]([C:11]#[N:12])=[C:6]2[N:5]=[C:4]([CH3:14])[C:3]=1[CH2:15][CH2:16]Cl.[C:18]([NH2:22])([CH3:21])([CH3:20])[CH3:19].C(=O)([O-])[O-].[K+].[K+].CN(C)C=O>C(Cl)(Cl)Cl>[C:18]([N:22]1[C:2]2[N:7]3[N:8]=[CH:9][C:10]([C:11]#[N:12])=[C:6]3[N:5]=[C:4]([CH3:14])[C:3]=2[CH2:15][CH2:16]1)([CH3:21])([CH3:20])[CH3:19] |f:2.3.4|. The solvent is C(Cl)(Cl)Cl (chloroform), C(Cl)(Cl)Cl (chloroform). The reactants are ClC1=C(C(=NC=2N1N=C(C2C#N)C)C)CCCl (7-chloro-6-(2-chloroethyl)-3-cyano-2,5-dimethylpyrazolo[1,5-a]pyrimidine), C(C)(C)(C)N (tert-butylamine), C([O-])([O-])=O.[K+].[K+] (potassium carbonate), CN(C=O)C (dimethylformamide). Procedure: A mixture of 88.9 g of Compound (VI) [R2 =H, R3 =CN], 33.0 g of tert-butylamine, 89 g of anhydrous potassium carbonate, and 700 ml of anhydrous dimethylformamide were stirred at room temperature overnight. To the reaction solution was added 500 ml of chloroform to remove insoluble substances by filtration. The filtrate was condensed under reduced pressure to dryness. The residue was dissolved in chloroform, washed with water, and dried over anhydrous sodium sulfate. The residue from which the so... Conditions: time 8 hour. Isolated yield 87.3%. The product is C(C)(C)(C)N1CCC=2C(=NC=3N(C21)N=CC3C#N)C (8-tert-butyl-3-cyano-6,7-dihydro-5-methyl-8H-pyrrolo[3,2-e]pyrazolo[1,5-a]pyrimidine). Reactants: C(C1=CC=CC=C1)OC1=C(C=CC=C1)C=1N(C(C2=C(N1)C=CN=C2Cl)=O)CCC2=CC=CC=C2 (2-(2-benzyloxy-phenyl)-5-chloro-3-phenethyl-3H-pyrido[4,3-d]pyrimidin-4-one), [H-].[Na+] (sodium hydride), alcohol, C1CCOC1 (THF). Run at temperature 70 celsius. Yields the product C(C1=CC=CC=C1)OC1=C(C=CC=C1)C=1N(C(C2=C(N1)C=CN=C2OC)=O)CCC2=CC=CC=C2 (2-(2-Benzyloxy-phenyl)-5-methoxy-3-phenethyl-3H-pyrido[4,3-d]pyrimidin-4-one). Reaction SMILES: [CH2:1]([O:8][C:9]1[CH:14]=[CH:13][CH:12]=[CH:11][C:10]=1[C:15]1[N:16]([CH2:27][CH2:28][C:29]2[CH:34]=[CH:33][CH:32]=[CH:31][CH:30]=2)[C:17](=[O:26])[C:18]2[C:24](Cl)=[N:23][CH:22]=[CH:21][C:19]=2[N:20]=1)[C:2]1[CH:7]=[CH:6][CH:5]=[CH:4][CH:3]=1.[H-].[Na+].C1C[O:40][CH2:39]C1>>[CH2:1]([O:8][C:9]1[CH:14]=[CH:13][CH:12]=[CH:11][C:10]=1[C:15]1[N:16]([CH2:27][CH2:28][C:29]2[CH:34]=[CH:33][CH:32]=[CH:31][CH:30]=2)[C:17](=[O:26])[C:18]2[C:24]([O:40][CH3:39])=[N:23][CH:22]=[CH:21][C:19]=2[N:20]=1)[C:2]1[CH:7]=[CH:6][CH:5]=[CH:4][CH:3]=1 |f:1.2|. Procedure details: A mixture of 2-(2-benzyloxy-phenyl)-5-chloro-3-phenethyl-3H-pyrido[4,3-d]pyrimidin-4-one, sodium hydride (60% suspension in mineral oil) (1.5 equiv.), and corresponding alcohol (1.5 equiv.) in THF was heated at 70° C. overnight. The reaction was cooled to RT, solvent removed, water and ethyl acetate were added and phases separated. The aqueous phase was washed with ethyl acetate (2×), organic portions combined, washed with water, brine, dried over anhydrous MgSO4, filtered and concentrated. The ... The reactants are C(C)(C)(C)C=1C=C2C=CC(=CC2=CC1)C(=O)OC (methyl 6-tert-butyl-2-naphthoate), [OH-].[Na+] (sodium hydroxide). Run in CO (MeOH). Reaction conditions: temperature 60 celsius. The product is C(C)(C)(C)C=1C=C2C=CC(=CC2=CC1)C(=O)O (6-tert-Butyl-2-naphthoic acid). The yield is 77.3%. Reaction SMILES: [C:1]([C:5]1[CH:6]=[C:7]2[C:12](=[CH:13][CH:14]=1)[CH:11]=[C:10]([C:15]([O:17]C)=[O:16])[CH:9]=[CH:8]2)([CH3:4])([CH3:3])[CH3:2].[OH-].[Na+]>CO>[C:1]([C:5]1[CH:6]=[C:7]2[C:12](=[CH:13][CH:14]=1)[CH:11]=[C:10]([C:15]([OH:17])=[O:16])[CH:9]=[CH:8]2)([CH3:4])([CH3:2])[CH3:3] |f:1.2|. Procedure details: A mixture of methyl 6-tert-butyl-2-naphthoate (843 mg, 3.48 mmol) and 2M sodium hydroxide solution (6.96 mmol, 3.48 mmol) in MeOH (30 ml) was heated at 60° C. for 3 hours. After cooling to ambient temperature, the solvent was evaporated in vacuo and the residue was acidified to pH 2 with 2M hydrochloric aqueous solution. The aqueous layer was extracted with EtOAc and the combined solution was washed with brine, dried over sodium sulfate and evaporated in vacuo to give the crude product which was... Procedure: The title compound was prepared from 3-[4-(4-Hydroxy-but-1-ynyl)-phenyl]-2-methoxy-propionic acid ethyl ester from Example 47, Step A and 6-hydroxyflavone following the standard coupling-hydrolysis procedure A using toluene as solvent and DIAD instead DEAD. MS(ES) for C29H24O6 [M+H]+: 469.2. Yields the product CO[C@H](C(=O)O)CC1=CC=C(C=C1)C#CCCOC=1C=C2C(C=C(OC2=CC1)C1=CC=CC=C1)=O ((2S)-2-Methoxy-3-{4-[4-(4-oxo-2-phenyl-4H-chromen-6-yloxy)-but-1-ynyl]-phenyl}-propionic acid). Solvent: C1(=CC=CC=C1)C (toluene). Starting materials: CCOC(=O)/N=N/C(=O)OCC (DEAD), C(C)OC(C(CC1=CC=C(C=C1)C#CCCO)OC)=O (3-[4-(4-Hydroxy-but-1-ynyl)-phenyl]-2-methoxy-propionic acid ethyl ester), OC=1C=C2C(C=C(OC2=CC1)C1=CC=CC=C1)=O (6-hydroxyflavone), CC(C)OC(=O)/N=N/C(=O)OC(C)C (DIAD). RXN SMILES: C([O:3][C:4](=[O:20])[CH:5]([O:18][CH3:19])[CH2:6][C:7]1[CH:12]=[CH:11][C:10]([C:13]#[C:14][CH2:15][CH2:16][OH:17])=[CH:9][CH:8]=1)C.O[C:22]1[CH:23]=[C:24]2[C:29](=[CH:30][CH:31]=1)[O:28][C:27]([C:32]1[CH:37]=[CH:36][CH:35]=[CH:34][CH:33]=1)=[CH:26][C:25]2=[O:38].CC(OC(/N=N/C(OC(C)C)=O)=O)C.CCOC(/N=N/C(OCC)=O)=O>C1(C)C=CC=CC=1>[CH3:19][O:18][C@@H:5]([CH2:6][C:7]1[CH:8]=[CH:9][C:10]([C:13]#[C:14][CH2:15][CH2:16][O:17][C:22]2[CH:23]=[C:24]3[C:29](=[CH:30][CH:31]=2)[O:28][C:27]([C:32]2[CH:33]=[CH:34][CH:35]=[CH:36][CH:37]=2)=[CH:26][C:25]3=[O:38])=[CH:11][CH:12]=1)[C:4]([OH:3])=[O:20].